This data is from the Open Reaction Database (ORD), a public repository of structured organic reaction records. The task is: describe an organic reaction: reactants, conditions, products, and yield Starting materials: C(C1=CC=CC=C1)OC(C1=CC=C(C=C1)N1CCNCC1)=O (4-piperazin-1-yl-benzoic acid benzyl ester), ClC1=NC=C(C(=O)NC2=CC(=C(C=C2)C)C)C=C1 (6-chloro-N-(3,4-dimethyl-phenyl)-nicotinamide), C1(=CC=CC=C1)NC(=O)C=1C=CC(=NC1)N1CCN(CC1)C1=CC=C(C(=O)O)C=C1 (4-[4-(5-phenylcarbamoyl-pyridin-2-yl)-piperazin-1-yl]-benzoic acid). Yields the product CC=1C=C(C=CC1C)NC(=O)C=1C=CC(=NC1)N1CCN(CC1)C1=CC=C(C(=O)O)C=C1 (4-{4-[5-(3,4-Dimethyl-phenylcarbamoyl)-pyridin-2-yl]-piperazin-1-yl}-benzoic acid). RXN SMILES: C([O:8][C:9](=[O:22])[C:10]1[CH:15]=[CH:14][C:13]([N:16]2[CH2:21][CH2:20][NH:19][CH2:18][CH2:17]2)=[CH:12][CH:11]=1)C1C=CC=CC=1.Cl[C:24]1[CH:40]=[CH:39][C:27]([C:28]([NH:30][C:31]2[CH:36]=[CH:35][C:34]([CH3:37])=[C:33]([CH3:38])[CH:32]=2)=[O:29])=[CH:26][N:25]=1.C1(NC(C2C=CC(N3CCN(C4C=CC(C(O)=O)=CC=4)CC3)=NC=2)=O)C=CC=CC=1>>[CH3:38][C:33]1[CH:32]=[C:31]([NH:30][C:28]([C:27]2[CH:39]=[CH:40][C:24]([N:19]3[CH2:18][CH2:17][N:16]([C:13]4[CH:12]=[CH:11][C:10]([C:9]([OH:8])=[O:22])=[CH:15][CH:14]=4)[CH2:21][CH2:20]3)=[N:25][CH:26]=2)=[O:29])[CH:36]=[CH:35][C:34]=1[CH3:37]. Procedure: 4-{4-[5-(3,4-Dimethyl-phenylcarbamoyl)-pyridin-2-yl]-piperazin-1-yl}-benzoic acid was prepared from 4-piperazin-1-yl-benzoic acid benzyl ester and 6-chloro-N-(3,4-dimethyl-phenyl)-nicotinamide with a method similar to the one described in the synthesis of 4-[4-(5-phenylcarbamoyl-pyridin-2-yl)-piperazin-1-yl]-benzoic acid above. HRMS m/z calcd for C25H26N4O3 [M+H]+: 431.2078. Found: 431.2078. The reactants are C(C(=C)C)(=O)OCCCC (butyl methacrylate), O (water). Run in C1CCOC1 (THF). Run at time 1.5 hour. Product: C(C(=C)C)(=O)OC (methyl methacrylate), C(C(=C)C)(=O)OCCCC (n-butyl methacrylate). As a reaction SMILES: [C:1]([O:6][CH2:7][CH2:8][CH2:9][CH3:10])(=[O:5])[C:2]([CH3:4])=[CH2:3].O>C1COCC1>[C:1]([O:6][CH3:7])(=[O:5])[C:2]([CH3:4])=[CH2:3].[C:1]([O:6][CH2:7][CH2:8][CH2:9][CH3:10])(=[O:5])[C:2]([CH3:4])=[CH2:3]. Procedure details: A solution of 1 mL (5 mmol) of 1-methoxy-1-trimethylsiloxy-2-methyl-1-propene, and 0.132 mL of tetrabutylammonium m-chlorobenzoate (0.38 M in THF), in 75 mL of THF was prepared. To this was added a mixture of 12.5 g (13.35 mL, 125 mmol) of MMA and 2.5 g (14 mL, 87.9 mmol) of n-butyl methacrylate at a rate such that the temperature remained near 30° C. When the monomer mixture had all been added, and 15 min after the temperature had returned to room temperature, a sample removed for NMR analysis ...